This data is from the Open Reaction Database (ORD), a public repository of structured organic reaction records. The task is: describe an organic reaction: reactants, conditions, products, and yield Starting materials: C1CCOC1, CCC(C)Nc1nc2ccc(CO)nc2s1, O=[Mn]=O. The product is CCC(C)Nc1nc2ccc(C=O)nc2s1. Reaction SMILES: [CH2:17]1[O:18][CH2:19][CH2:20][CH2:21]1.[CH:1]([CH3:2])([CH2:3][CH3:4])[NH:5][c:6]1[s:7][c:8]2[n:9][c:10]([CH2:15][OH:16])[cH:11][cH:12][c:13]2[n:14]1.[O:22]=[Mn:23]=[O:24]>>[CH:1]([CH3:2])([CH2:3][CH3:4])[NH:5][c:6]1[s:7][c:8]2[n:9][c:10]([CH:15]=[O:16])[cH:11][cH:12][c:13]2[n:14]1. Starting materials: BrCCOC1=C(C=C(C#N)C=C1)F (4-(2-Bromo-ethoxy)-3-fluorobenzonitrile), C(C)(C)(C)OC(=O)N1CC2CNCC(C1)O2 (9-oxa-3,7-diaza-bicyclo[3.3.1]nonane-3-carboxylic acid tert-butyl ester), C(=O)([O-])[O-].[K+].[K+] (K2CO3). The solvent is C(C)#N (acetonitrile). Run at temperature 60 celsius, time 5 day. Product: C(C)(C)(C)OC(=O)N1CC2CN(CC(C1)O2)CCOC2=C(C=C(C=C2)C#N)F (7-[2-(4-Cyano-2-fluoro-phenoxy)-ethyl]-9-oxa-3,7-diaza-bicyclo[3.3.1]nonane-3-carboxylic acid tert-butyl ester). The yield is 65.8%. Reaction SMILES: Br[CH2:2][CH2:3][O:4][C:5]1[CH:12]=[CH:11][C:8]([C:9]#[N:10])=[CH:7][C:6]=1[F:13].[C:14]([O:18][C:19]([N:21]1[CH2:28][CH:27]2[O:29][CH:23]([CH2:24][NH:25][CH2:26]2)[CH2:22]1)=[O:20])([CH3:17])([CH3:16])[CH3:15].C([O-])([O-])=O.[K+].[K+]>C(#N)C>[C:14]([O:18][C:19]([N:21]1[CH2:22][CH:23]2[O:29][CH:27]([CH2:26][N:25]([CH2:2][CH2:3][O:4][C:5]3[CH:12]=[CH:11][C:8]([C:9]#[N:10])=[CH:7][C:6]=3[F:13])[CH2:24]2)[CH2:28]1)=[O:20])([CH3:17])([CH3:15])[CH3:16] |f:2.3.4|. Procedure details: A suspension of 4-(2-Bromo-ethoxy)-3-fluoro-benzonitrile (21.6 g, 0.0885 mol, from step (v) above), 9-oxa-3,7-diaza-bicyclo[3.3.1]nonane-3-carboxylic acid tert-butyl ester (21.1 g, 0.07965 mol; see WO 01/28992) and dry K2CO3 (48.9 g, 0.354 mol) in 200 ml of dry acetonitrile was stirred at 60° C. for five days under N2 atmosphere. The reaction mixture was filtered through celite and filtrate was concentrated under reduced pressure. The residue was purified by column chromatography over silica gel... The reactants are CC1=CC2=C(C=C1)NC3=CC4=C(C=C3C2=O)NC5=C(C4=O)C=C(C=C5)C (C.I. pigment red 122), zirconia, CC1=CC=C(C=C1)S(=O)(=O)NC2=C3C(=CC(=C2)S(=O)(=O)[O-])C=C(/C(=N/NC4=C(C=CC(=C4)Cl)OC5=CC=CC=C5)/C3=O)S(=O)(=O)[O-].[Na+].[Na+] (acid red 249), N (ammonia). Solvent: O (water), O (water), O (water), O (water), O (water). Conditions: time 5 hour. Yields the product C1=CC=C2C(=C1)C(=O)C3=CC4=C(C=C3N2)C(=O)C5=CC=CC=C5N4 (Quinacridone). RXN SMILES: C[C:2]1[CH:7]=[CH:6][C:5]2[NH:8][C:9]3[C:14]([C:15](=[O:16])[C:4]=2[CH:3]=1)=[CH:13][C:12]1[NH:17][C:18]2[CH:25]=[CH:24][C:23](C)=[CH:22][C:19]=2[C:20](=[O:21])[C:11]=1[CH:10]=3.CC1C=CC(S(NC2C=C(S([O-])(=O)=O)C=C3C=C(S([O-])(=O)=O)/C(/C(=O)C=23)=N/NC2C=C(Cl)C=CC=2OC2C=CC=CC=2)(=O)=O)=CC=1.[Na+].[Na+].N>O>[CH:23]1[CH:22]=[C:19]2[C:20]([C:11]3[C:12]([NH:17][C:18]2=[CH:25][CH:24]=1)=[CH:13][C:14]1[C:15]([C:4]2[C:5]([NH:8][C:9]=1[CH:10]=3)=[CH:6][CH:7]=[CH:2][CH:3]=2)=[O:16])=[O:21] |f:1.2.3|. Procedure: 20 g of C.I. pigment red 122 having an average primary particle diameter of 90 nm (in which the content of metal ions having a valence of at least 2 was 450 ppm), 4 g of a commercially available dye C.I. acid red 249 and 110 g of deionized water were mixed, aqueous ammonia was added so as to adjust the pH of a mixture liquid to 9.0, and the mixture liquid was dispersed with a paint shaker in the presence of zirconia beads as media for approximately 5 hours, to obtain a water-based pigment disper... Starting materials: CCOC(=O)NC(=O)CC(=O)NC(=O)OCC, CC(=O)[O-], CC(C)Oc1ccc(N)c(F)c1, Cl, O=N[O-], [Na+], [Na+], O. Yields the product CCOC(=O)NC(=O)CC(=O)NC(=O)OC(C)=NNc1ccc(OC(C)C)cc1F. As a reaction SMILES: [C:13]([CH2:14][C:15](=[O:16])[NH:17][C:18](=[O:19])[O:20][CH2:21][CH3:22])(=[O:23])[NH:24][C:25](=[O:26])[O:27][CH2:28][CH3:29].[CH3:31][C:32](=[O:33])[O-:34].[CH:1]([CH3:2])([CH3:3])[O:4][c:5]1[cH:6][c:7]([F:12])[c:8]([NH2:9])[cH:10][cH:11]1.[ClH:35].[N:36]([O-:37])=[O:38].[Na+:30].[Na+:39].[OH2:40]>>[CH:1]([CH3:2])([CH3:3])[O:4][c:5]1[cH:6][c:7]([F:12])[c:8]([NH:9][N:36]=[C:28]([O:27][C:25]([NH:24][C:13]([CH2:14][C:15](=[O:16])[NH:17][C:18](=[O:19])[O:20][CH2:21][CH3:22])=[O:23])=[O:26])[CH3:29])[cH:10][cH:11]1. Starting materials: C(C1=CC=CC=C1)(C1=CC=CC=C1)NP(O)(=O)CC1=CSC=C1 ((Benzhydrylamino) (thiophen-3-yl)methyl-phosphinic acid), Cl (HCl). Conditions: temperature 0 celsius. Product: NP(O)(=O)CC1=CSC=C1 (Amino(thiophen-3-yl)methylphosphinic acid). As a reaction SMILES: C([NH:14][P:15]([CH2:18][C:19]1[CH:23]=[CH:22][S:21][CH:20]=1)(=[O:17])[OH:16])(C1C=CC=CC=1)C1C=CC=CC=1.Cl>>[NH2:14][P:15]([CH2:18][C:19]1[CH:23]=[CH:22][S:21][CH:20]=1)(=[O:16])[OH:17]. Reported procedure: A mixture of 15 g of the compound from step 1 and 122 ml of 6N HCl is boiled under reflux for 2 hours. After cooling, the reaction medium is concentrated by half and extracted with 3×1.5 l of ethyl ether. The solution is evaporated to dryness and the oily residue is taken up with 120 ml of ethanol. The solution is cooled to 0° C. and 30 ml of propylene oxide is added. A white solid precipitates. The precipitate is dewatered, washed with ethanol (2×20 ml), ethyl ether (2×10 ml) and dried. White s... Reactants: O=C(Nc1ccccc1)c1ccc(Nc2nc(Cl)nc3[nH]cnc23)cc1, NC1CCC(N)CC1. The product is NC1CCC(Nc2nc(Nc3ccc(C(=O)Nc4ccccc4)cc3)c3nc[nH]c3n2)CC1. Reaction SMILES: [Cl:9][c:10]1[n:11][c:12]([NH:19][c:20]2[cH:21][cH:22][c:23]([C:24](=[O:25])[NH:26][c:27]3[cH:28][cH:29][cH:30][cH:31][cH:32]3)[cH:33][cH:34]2)[c:13]2[n:14][cH:15][nH:16][c:17]2[n:18]1.[NH2:1][CH:2]1[CH2:3][CH2:4][CH:5]([NH2:8])[CH2:6][CH2:7]1>>[NH2:1][CH:2]1[CH2:3][CH2:4][CH:5]([NH:8][c:10]2[n:11][c:12]([NH:19][c:20]3[cH:21][cH:22][c:23]([C:24](=[O:25])[NH:26][c:27]4[cH:28][cH:29][cH:30][cH:31][cH:32]4)[cH:33][cH:34]3)[c:13]3[n:14][cH:15][nH:16][c:17]3[n:18]2)[CH2:6][CH2:7]1. Starting materials: CO (MeOH), [N+](=O)([O-])C=1C=C(C(=O)Cl)C=C(C1)[N+](=O)[O-] (3,5-dinitrobenzoyl chloride), O1COC2=C1C=CC(=C2)/C(/C#N)=C/C2=CC(=C(C=C2)OCCCCCCCCCCCO)OC ((2Z)-2-(1,3-benzodioxol-5-yl)-3-{4-[(11-hydroxyundecyl)oxy]-3-methoxyphenyl}prop-2-enenitrile), N1=CC=CC=C1 (pyridine). Reagents/catalysts: CN(C1=CC=NC=C1)C (4-dimethylaminopyridine), CN(C)C=O (DMF). Run in C1(=CC=CC=C1)C (toluene). Run at time 96 hour. Product: [N+](=O)([O-])C=1C=C(C(=O)OCCCCCCCCCCCOC2=C(C=C(C=C2)\C=C(/C#N)\C2=CC3=C(OCO3)C=C2)OC)C=C(C1)[N+](=O)[O-] (11-{4-[(Z)-2-(1,3-benzodioxol-5-yl)-2-cyanoethenyl]-2-methoxyphenoxy}undecyl 3,5-dinitrobenzoate). Isolated yield 89.9%. As a reaction SMILES: [N+:1]([C:4]1[CH:5]=[C:6]([CH:10]=[C:11]([N+:13]([O-:15])=[O:14])[CH:12]=1)[C:7](Cl)=[O:8])([O-:3])=[O:2].[O:16]1[C:20]2[CH:21]=[CH:22][C:23](/[C:25](=[CH:28]/[C:29]3[CH:34]=[CH:33][C:32]([O:35][CH2:36][CH2:37][CH2:38][CH2:39][CH2:40][CH2:41][CH2:42][CH2:43][CH2:44][CH2:45][CH2:46][OH:47])=[C:31]([O:48][CH3:49])[CH:30]=3)/[C:26]#[N:27])=[CH:24][C:19]=2[O:18][CH2:17]1.N1C=CC=CC=1.CO>C1(C)C=CC=CC=1.CN(C=O)C.CN(C)C1C=CN=CC=1>[N+:1]([C:4]1[CH:5]=[C:6]([CH:10]=[C:11]([N+:13]([O-:15])=[O:14])[CH:12]=1)[C:7]([O:47][CH2:46][CH2:45][CH2:44][CH2:43][CH2:42][CH2:41][CH2:40][CH2:39][CH2:38][CH2:37][CH2:36][O:35][C:32]1[CH:33]=[CH:34][C:29](/[CH:28]=[C:25](/[C:23]2[CH:22]=[CH:21][C:20]3[O:16][CH2:17][O:18][C:19]=3[CH:24]=2)\[C:26]#[N:27])=[CH:30][C:31]=1[O:48][CH3:49])=[O:8])([O-:3])=[O:2]. Procedure: 1.98 g (8.6 mmol) of 3,5-dinitrobenzoyl chloride are dissolved in 16 mL of toluene and 3 drops of DMF were incorporated. 4 g (8.6 mmol) of (2Z)-2-(1,3-benzodioxol-5-yl)-3-{4-[(11-hydroxyundecyl)oxy]-3-methoxyphenyl}prop-2-enenitrile from example 7, 0.052 g (0.4 mmol) of 4-dimethylaminopyridine and 1.03 mL (13 mmol) of pyridine are added. The mixture is stirred at room temperature for 96 hours. The solution is then heated up to 60° C. and 6.5 ml of MeOH are added. The suspension is stirred at roo... The reactants are COC1=NN(C(O1)=O)C1=CC(=C(C=C1)N)C (5-methoxy-3-(4-amino-3-methylphenyl)-3H-(1,3,4)oxadiazol-2-one), C=O.C(=O)O (paraformaldehyde formic acid), CN(C)C=O (DMF). Yields the product COC1=NN(C(O1)=O)C1=CC(=C(C=C1)N(C)C)C (5-Methoxy-3-(4-dimethylamino-3-methylphenyl)-3H-(1,3,4)oxad iazol-2-one). As a reaction SMILES: COC1[O:7][C:6](=O)[N:5]([C:9]2[CH:14]=[CH:13][C:12](N)=[C:11](C)[CH:10]=2)[N:4]=1.[CH2:17]=O.[CH:19]([OH:21])=[O:20].[CH3:22][N:23]([CH:25]=O)[CH3:24]>>[CH3:17][O:20][C:19]1[O:21][C:6](=[O:7])[N:5]([C:9]2[CH:14]=[CH:13][C:25]([N:23]([CH3:22])[CH3:24])=[C:11]([CH3:12])[CH:10]=2)[N:4]=1 |f:1.2|. Procedure: The latter compound was obtained by reacting 5-methoxy-3-(4-amino-3-methylphenyl)-3H-(1,3,4)oxadiazol-2-one with paraformaldehyde/formic acid in DMF at room temperature and was purified by column chromatography (silica gel, ethyl acetate:n-heptane=1:1).